From a dataset of the Open Reaction Database (ORD), a public repository of structured organic reaction records. describe an organic reaction: reactants, conditions, products, and yield Starting materials: ClCCl, COC(=O)C=C(C)C=CC(F)=C(C)C=Cc1c(C)sc(C)c1C, CC(C)C[AlH]CC(C)C, [Mg+2], O=S(=O)([O-])[O-]. Product: CC(C=CC(F)=C(C)C=Cc1c(C)sc(C)c1C)=CCO. As a reaction SMILES: [CH2:39]([Cl:40])[Cl:41].[CH3:1][C:2](=[CH:3][C:4](=[O:5])[O:6][CH3:7])[CH:8]=[CH:9][C:10](=[C:11]([CH:12]=[CH:13][c:14]1[c:15]([CH3:21])[s:16][c:17]([CH3:20])[c:18]1[CH3:19])[CH3:22])[F:23].[CH3:24][CH:25]([CH2:26][AlH:27][CH2:28][CH:29]([CH3:30])[CH3:31])[CH3:32].[Mg+2:33].[O-:34][S:35](=[O:36])(=[O:37])[O-:38]>>[CH3:1][C:2](=[CH:3][CH2:4][OH:5])[CH:8]=[CH:9][C:10](=[C:11]([CH:12]=[CH:13][c:14]1[c:15]([CH3:21])[s:16][c:17]([CH3:20])[c:18]1[CH3:19])[CH3:22])[F:23]. Reactants: [BH4-], CCOC(C)=O, CCO, NC1CC1, [Na+], O=Cc1ccncc1. Yields the product c1cc(CNC2CC2)ccn1. As a reaction SMILES: [BH4-:13].[CH3:15][CH2:16][O:17][C:18](=[O:19])[CH3:20].[CH3:21][CH2:22][OH:23].[CH:1]1([NH2:4])[CH2:2][CH2:3]1.[Na+:14].[n:5]1[cH:6][cH:7][c:8]([CH:11]=[O:12])[cH:9][cH:10]1>>[CH:1]1([NH:4][CH2:11][c:8]2[cH:7][cH:6][n:5][cH:10][cH:9]2)[CH2:2][CH2:3]1.